Dataset: the Open Reaction Database (ORD), a public repository of structured organic reaction records. Task: describe an organic reaction: reactants, conditions, products, and yield The reactants are [N+](=O)([O-])C=1C=CC(=C(C(=O)OC)C1)C=CCC1N=C(CCCC1)OC (methyl 5-nitro-2-[3-(3,4,5,6-tetrahydro-7-methoxy-2H-azepin-2-yl)-1-propenyl]benzoate), [Cl-].[NH4+] (ammonium chloride). Reported procedure: The product of Example 160 is reacted with ammonium chloride by the method of Example 5 to generate the title compound. Product: Cl.N=C1CCCCC(N1)CC=CC1=C(C(=O)OC)C=C(C=C1)[N+](=O)[O-] (methyl 2-[3-(hexahydro-7-imino-1H-azepin-2-yl)-1-propenyl]-5-nitrobenzoate, monohydrochloride). Reaction SMILES: [N+:1]([C:4]1[CH:5]=[CH:6][C:7]([CH:14]=[CH:15][CH2:16][CH:17]2[CH2:23][CH2:22][CH2:21][CH2:20][C:19](OC)=[N:18]2)=[C:8]([CH:13]=1)[C:9]([O:11][CH3:12])=[O:10])([O-:3])=[O:2].[Cl-:26].[NH4+:27]>>[ClH:26].[NH:27]=[C:19]1[NH:18][CH:17]([CH2:16][CH:15]=[CH:14][C:7]2[CH:6]=[CH:5][C:4]([N+:1]([O-:3])=[O:2])=[CH:13][C:8]=2[C:9]([O:11][CH3:12])=[O:10])[CH2:23][CH2:22][CH2:21][CH2:20]1 |f:1.2,3.4|.